This data is from the Open Reaction Database (ORD), a public repository of structured organic reaction records. The task is: describe an organic reaction: reactants, conditions, products, and yield Starting materials: C(C1=CC=CC=C1)[C@H](C(=O)O)CC[C@@H](C(=O)N[C@@H]1C(N2[C@@H](SCC1)CCC[C@H]2C(=O)OC)=O)CC2=CC=CC=C2 ((2R,5R)-2,5-Dibenzyl-6-((4S,7S,10aS)-7-(methoxycarbonyl)-5-oxooctahydro-2H-pyrido[2,1-b][1,3]thiazepin-4-ylamino)-6-oxohexanoic acid), FC(C(=O)O)(F)F.N[C@@H]1C(N(CCCC1)C1=C(C=CC=C1)OC)=O ((S)-3-Amino-1-(2-methoxyphenyl)azepan-2-one trifluoroacetate). The product is C(C1=CC=CC=C1)[C@H](C(=O)N[C@@H]1C(N2[C@@H](SCC1)CCC[C@H]2C(=O)OC)=O)CC[C@@H](C(=O)N[C@@H]2C(N(CCCC2)C2=C(C=CC=C2)OC)=O)CC2=CC=CC=C2 ((4S,7S,10aS)-Methyl 4-((2R,5R)-2,5-dibenzyl-6-((S)-1-(2-methoxyphenyl)-2-oxoazepan-3-ylamino)-6-oxohexanamido)-5-oxooctahydro-2H-pyrido[2,1-b][1,3]thiazepine-7-carboxylate), solid. Yield: 31.0%. As a reaction SMILES: [CH2:1]([C@@H:8]([CH2:12][CH2:13][C@H:14]([CH2:34][C:35]1[CH:40]=[CH:39][CH:38]=[CH:37][CH:36]=1)[C:15]([NH:17][C@H:18]1[CH2:24][CH2:23][S:22][C@H:21]2[CH2:25][CH2:26][CH2:27][C@@H:28]([C:29]([O:31][CH3:32])=[O:30])[N:20]2[C:19]1=[O:33])=[O:16])[C:9](O)=[O:10])[C:2]1[CH:7]=[CH:6][CH:5]=[CH:4][CH:3]=1.FC(F)(F)C(O)=O.[NH2:48][C@H:49]1[CH2:55][CH2:54][CH2:53][CH2:52][N:51]([C:56]2[CH:61]=[CH:60][CH:59]=[CH:58][C:57]=2[O:62][CH3:63])[C:50]1=[O:64]>>[CH2:34]([C@@H:14]([CH2:13][CH2:12][C@H:8]([CH2:1][C:2]1[CH:3]=[CH:4][CH:5]=[CH:6][CH:7]=1)[C:9]([NH:48][C@H:49]1[CH2:55][CH2:54][CH2:53][CH2:52][N:51]([C:56]2[CH:61]=[CH:60][CH:59]=[CH:58][C:57]=2[O:62][CH3:63])[C:50]1=[O:64])=[O:10])[C:15]([NH:17][C@H:18]1[CH2:24][CH2:23][S:22][C@H:21]2[CH2:25][CH2:26][CH2:27][C@@H:28]([C:29]([O:31][CH3:32])=[O:30])[N:20]2[C:19]1=[O:33])=[O:16])[C:35]1[CH:40]=[CH:39][CH:38]=[CH:37][CH:36]=1 |f:1.2|. Reported procedure: (4S,7S,10aS)-Methyl 4-((2R,5R)-2,5-dibenzyl-6-((S)-1-(2-methoxyphenyl)-2-oxoazepan-3-ylamino)-6-oxohexanamido)-5-oxooctahydro-2H-pyrido[2,1-b][1,3]thiazepine-7-carboxylate was synthesized as described in General Procedure H using Intermediate 23 (23 mg, 0.040 mmol) and Intermediate 62 (14 mg, 0.040 mmol) to give a white solid (10 mg, 31% yield). Anal. Calcd. for C44H54N4O7S m/z 782.4. found: 783.3 (M+H)+; 1H NMR (400 MHz, chloroform-d) δ ppm 7.08-7.33 (10H, m), 6.98-7.08 (2H, m), 6.91-6.98 (2H, ... The reactants are C1(CC1)[C@@H](COC)N1C=C(N=C(C1=O)NC=1C(=NC(=C(C1)C)OC)C)C#N ((S)-4-(1-Cyclopropyl-2-methoxyethyl)-6-(6-methoxy-2,5-dimethylpyridin-3-ylamino)-5-oxo-4,5-dihydropyrazine-2-carbonitrile). The solvent is C(C)(=O)O (acetic acid). Reaction conditions: time 1 hour. Product: C1(CC1)[C@@H](COC)N1C=C(N=C(C1=O)NC=1C(=NC(=C(C1)C)O)C)C#N ((S)-4-(1-Cyclopropyl-2-methoxyethyl)-6-(6-hydroxy-2,5-dimethylpyridin-3-ylamino)-5-oxo-4,5-dihydropyrazine-2-carbonitrile). Reaction SMILES: [CH:1]1([C@H:4]([N:8]2[C:13](=[O:14])[C:12]([NH:15][C:16]3[C:17]([CH3:25])=[N:18][C:19]([O:23]C)=[C:20]([CH3:22])[CH:21]=3)=[N:11][C:10]([C:26]#[N:27])=[CH:9]2)[CH2:5][O:6][CH3:7])[CH2:3][CH2:2]1>C(O)(=O)C>[CH:1]1([C@H:4]([N:8]2[C:13](=[O:14])[C:12]([NH:15][C:16]3[C:17]([CH3:25])=[N:18][C:19]([OH:23])=[C:20]([CH3:22])[CH:21]=3)=[N:11][C:10]([C:26]#[N:27])=[CH:9]2)[CH2:5][O:6][CH3:7])[CH2:3][CH2:2]1. Procedure details: (S)-4-(1-Cyclopropyl-2-methoxyethyl)-6-(6-methoxy-2,5-dimethylpyridin-3-ylamino)-5-oxo-4,5-dihydropyrazine-2-carbonitrile (3.00 g, 8.12 mmol) and KI (6.2 g, 37.3 mmol) in glacial acetic acid (80 mL) was heated at 100° C. with stirring for 1 h. LC-MS analysis indicated >98% conversion to the required product. The reaction mixture was cooled to ambient temperature and acetic acid was evaporated in vacuo. The residue was partitioned between ethyl acetate (3×150 mL) and H2O (˜100 mL). The organic la... Reactants: CC(=O)Nc1c(I)c(NC(C)=O)c(I)c(C(=O)NC(CC(C)C)C(=O)O)c1I, C(=NC1CCCCC1)=NC1CCCCC1, O=[N+]([O-])c1ccccc1O. Yields the product CC(=O)Nc1c(I)c(NC(C)=O)c(I)c(C(=O)NC(CC(C)C)C(=O)Oc2ccccc2[N+](=O)[O-])c1I. Reaction SMILES: [C:1]([CH3:2])(=[O:3])[NH:4][c:5]1[c:6]([I:28])[c:7]([C:8](=[O:9])[NH:10][CH:11]([CH2:12][CH:13]([CH3:14])[CH3:15])[C:16](=[O:17])[OH:18])[c:19]([I:27])[c:20]([NH:23][C:24]([CH3:25])=[O:26])[c:21]1[I:22].[CH:39]1([N:40]=[C:41]=[N:42][CH:43]2[CH2:44][CH2:45][CH2:46][CH2:47][CH2:48]2)[CH2:49][CH2:50][CH2:51][CH2:52][CH2:53]1.[N+:29](=[O:30])([O-:31])[c:32]1[c:33]([OH:38])[cH:34][cH:35][cH:36][cH:37]1>>[C:1]([CH3:2])(=[O:3])[NH:4][c:5]1[c:6]([I:28])[c:7]([C:8](=[O:9])[NH:10][CH:11]([CH2:12][CH:13]([CH3:14])[CH3:15])[C:16]([O:17][c:33]2[c:32]([N+:29](=[O:30])[O-:31])[cH:37][cH:36][cH:35][cH:34]2)=[O:18])[c:19]([I:27])[c:20]([NH:23][C:24]([CH3:25])=[O:26])[c:21]1[I:22]. The reactants are ClC1=C(C=CC(=C1)Cl)C1=CC2=C(N(C3=CC=C(C=C23)C(CC(C)=O)=O)C)N(C1=O)C (1-[3-(2,4-dichlorophenyl)-1,9-dimethyl-2-oxo-2,9-dihydro-1H-pyrido[2,3-b]indol-6-yl]butane-1,3-dione), Cl.NO (hydroxylamine hydrochloride). Product: ClC1=C(C=CC(=C1)Cl)C1=CC2=C(N(C3=CC=C(C=C23)C2=CC(=NO2)C)C)N(C1=O)C (3-(2,4-Dichlorophenyl)-1,9-dimethyl-6-(3-methylisoxazol-5-yl)-1,9-dihydropyrido[2,3-b]indol-2-one). Reaction SMILES: [Cl:1][C:2]1[CH:7]=[C:6]([Cl:8])[CH:5]=[CH:4][C:3]=1[C:9]1[C:28](=[O:29])[N:27]([CH3:30])[C:12]2[N:13]([CH3:26])[C:14]3[C:19]([C:11]=2[CH:10]=1)=[CH:18][C:17]([C:20](=[O:25])[CH2:21][C:22](=O)[CH3:23])=[CH:16][CH:15]=3.Cl.[NH2:32]O>>[Cl:1][C:2]1[CH:7]=[C:6]([Cl:8])[CH:5]=[CH:4][C:3]=1[C:9]1[C:28](=[O:29])[N:27]([CH3:30])[C:12]2[N:13]([CH3:26])[C:14]3[C:19]([C:11]=2[CH:10]=1)=[CH:18][C:17]([C:20]1[O:25][N:32]=[C:22]([CH3:23])[CH:21]=1)=[CH:16][CH:15]=3 |f:1.2|. Reported procedure: The process is carried out as indicated in Example 44 above, using 1-[3-(2,4-dichlorophenyl)-1,9-dimethyl-2-oxo-2,9-dihydro-1H-pyrido[2,3-b]indol-6-yl]butane-1,3-dione from preparation 1.14 and hydroxylamine hydrochloride.